This data is from the Open Reaction Database (ORD), a public repository of structured organic reaction records. The task is: describe an organic reaction: reactants, conditions, products, and yield Reactants: CCCCCC1CCCC1=O, COCCOC, CCO, O, [C-]#[N+]CS(=O)(=O)c1ccc(C)cc1. The product is CCCCCC1CCCC1C#N. Reaction SMILES: [CH2:14]([CH2:15][CH2:16][CH2:17][CH3:18])[CH:19]1[C:20](=[O:24])[CH2:21][CH2:22][CH2:23]1.[CH3:26][O:27][CH2:28][CH2:29][O:30][CH3:31].[CH3:32][CH2:33][OH:34].[OH2:25].[S:1]([c:3]1[cH:4][cH:5][c:6]([CH3:7])[cH:8][cH:9]1)(=[O:10])([CH2:11][N+:12]#[C-:2])=[O:13]>>[C:11](#[N:12])[CH:20]1[CH:19]([CH2:14][CH2:15][CH2:16][CH2:17][CH3:18])[CH2:23][CH2:22][CH2:21]1. The reactants are CO, Cl, [Na+], [OH-], O, COC(=O)c1ccc(C(=O)NN=C(C)c2nn(C)c(-c3ccc(C(C)C)cc3)c2O)cc1. The product is CC(=NNC(=O)c1ccc(C(=O)O)cc1)c1nn(C)c(-c2ccc(C(C)C)cc2)c1O. As a reaction SMILES: [CH3:33][OH:34].[ClH:37].[Na+:36].[OH-:35].[OH2:38].[OH:1][c:2]1[c:3]([C:17]([CH3:18])=[N:19][NH:20][C:21](=[O:22])[c:23]2[cH:24][cH:25][c:26]([C:27](=[O:28])[O:29][CH3:30])[cH:31][cH:32]2)[n:4][n:5]([CH3:16])[c:6]1-[c:7]1[cH:8][cH:9][c:10]([CH:13]([CH3:14])[CH3:15])[cH:11][cH:12]1>>[OH:1][c:2]1[c:3]([C:17]([CH3:18])=[N:19][NH:20][C:21](=[O:22])[c:23]2[cH:24][cH:25][c:26]([C:27](=[O:28])[OH:29])[cH:31][cH:32]2)[n:4][n:5]([CH3:16])[c:6]1-[c:7]1[cH:8][cH:9][c:10]([CH:13]([CH3:14])[CH3:15])[cH:11][cH:12]1.